This data is from the Open Reaction Database (ORD), a public repository of structured organic reaction records. The task is: describe an organic reaction: reactants, conditions, products, and yield The reactants are CN(Cc1ccccc1)C(=O)CN1c2ccccc2Sc2ccc(Cl)cc21, C1CCOC1, CO, Cl. Product: CN(CCN1c2ccccc2Sc2ccc(Cl)cc21)Cc1ccccc1. As a reaction SMILES: [CH2:1]([c:2]1[cH:3][cH:4][cH:5][cH:6][cH:7]1)[N:8]([C:9]([CH2:10][N:11]1[c:12]2[cH:13][cH:14][cH:15][cH:16][c:17]2[S:18][c:19]2[cH:20][cH:21][c:22]([Cl:25])[cH:23][c:24]21)=[O:26])[CH3:27].[CH2:28]1[O:29][CH2:30][CH2:31][CH2:32]1.[CH3:34][OH:35].[ClH:33]>>[CH2:1]([c:2]1[cH:3][cH:4][cH:5][cH:6][cH:7]1)[N:8]([CH2:9][CH2:10][N:11]1[c:12]2[cH:13][cH:14][cH:15][cH:16][c:17]2[S:18][c:19]2[cH:20][cH:21][c:22]([Cl:25])[cH:23][c:24]21)[CH3:27].